From a dataset of the Open Reaction Database (ORD), a public repository of structured organic reaction records. describe an organic reaction: reactants, conditions, products, and yield Reactants: Br, CC(=O)O, COc1ccc2oc(C)c(Cc3cccc(NS(=O)(=O)C(F)(F)F)c3)c(=O)c2c1, O. The product is Cc1oc2ccc(O)cc2c(=O)c1Cc1cccc(NS(=O)(=O)C(F)(F)F)c1. As a reaction SMILES: [BrH:30].[CH3:31][C:32](=[O:33])[OH:34].[F:1][C:2]([S:3](=[O:4])(=[O:5])[NH:6][c:7]1[cH:8][c:9]([CH2:13][c:14]2[c:15]([CH3:27])[o:16][c:17]3[cH:18][cH:19][c:20]([O:25][CH3:26])[cH:21][c:22]3[c:23]2=[O:24])[cH:10][cH:11][cH:12]1)([F:28])[F:29].[OH2:35]>>[F:1][C:2]([S:3](=[O:4])(=[O:5])[NH:6][c:7]1[cH:8][c:9]([CH2:13][c:14]2[c:15]([CH3:27])[o:16][c:17]3[cH:18][cH:19][c:20]([OH:25])[cH:21][c:22]3[c:23]2=[O:24])[cH:10][cH:11][cH:12]1)([F:28])[F:29]. Reactants: CCCCc1ncc(CO)[nH]1, [CH3], O=C1CCC(=O)N1Cl, C1COCCO1. Yields the product CCCCc1nc(Cl)c(CO)[nH]1. RXN SMILES: [CH2:1]([CH2:2][CH2:3][CH3:4])[c:5]1[nH:6][c:7]([CH2:10][OH:11])[cH:8][n:9]1.[CH3:26].[Cl:12][N:13]1[C:14](=[O:15])[CH2:16][CH2:17][C:18]1=[O:19].[O:20]1[CH2:21][CH2:22][O:23][CH2:24][CH2:25]1>>[CH2:1]([CH2:2][CH2:3][CH3:4])[c:5]1[nH:6][c:7]([CH2:10][OH:11])[c:8]([Cl:12])[n:9]1. Starting materials: C[Mg+].[Br-] (MeMgBr), OC=1C2=C(NC(C1C#N)=O)SC=C2C2=CC=C(C=C2)C2=C(C=CC=C2)O (4-hydroxy-3-(2′-hydroxy-1,1′-biphenyl-4-yl)-6-oxo-6,7-dihydrothieno[2,3-b]pyridine-5-carbonitrile). The solvent is C1CCOC1 (THF). The product is C(C)(=N)C1=C(C2=C(NC1=O)SC=C2C2=CC=C(C=C2)C2=C(C=CC=C2)O)O (5-ethanimidoyl-4-hydroxy-3-(2′-hydroxy-1,1′-biphenyl-4-yl)thieno[2,3-b]pyridin-6(7H)-one). Reaction SMILES: [CH3:1][Mg+].[Br-].[OH:4][C:5]1[C:6]2[C:16]([C:17]3[CH:22]=[CH:21][C:20]([C:23]4[CH:28]=[CH:27][CH:26]=[CH:25][C:24]=4[OH:29])=[CH:19][CH:18]=3)=[CH:15][S:14][C:7]=2[NH:8][C:9](=[O:13])[C:10]=1[C:11]#[N:12]>C1COCC1>[C:11]([C:10]1[C:9](=[O:13])[NH:8][C:7]2[S:14][CH:15]=[C:16]([C:17]3[CH:18]=[CH:19][C:20]([C:23]4[CH:28]=[CH:27][CH:26]=[CH:25][C:24]=4[OH:29])=[CH:21][CH:22]=3)[C:6]=2[C:5]=1[OH:4])(=[NH:12])[CH3:1] |f:0.1|. Procedure: MeMgBr (1.4 M in ether, 15 mL, 21 mmol) was slowly added to a solution of 4-hydroxy-3-(2′-hydroxy-1,1′-biphenyl-4-yl)-6-oxo-6,7-dihydrothieno[2,3-b]pyridine-5-carbonitrile (1.5 g, 4.18 mmol) in anhydrous THF (90 mL) at 0° C. The reaction mixture was slowly warmed to room temperature over 4 hours and quenched with 1N HCl. It was then filtered, concentrated, and purified on a RP-HPLC system to give the title compound. MS (ESI) m/e 375.0 (M−H)+; 1H NMR (400 MHz, DMSO-d6): δ ppm 12.37 (br s, 1H), 11... The reactants are N1=CC(=CC=C1)CNCCN (N-(3-pyridylmethyl)ethylenediamine), [N+](=O)([O-])C=C(SC)SC (1-nitro-2,2-bis(methylthio)ethylene). The solvent is C1=CC=CC=C1 (benzene). Yields the product [N+](=O)([O-])C=C1NCCN1 (nitromethylene imidazolidine). Yield: 131.8%. RXN SMILES: N1C=CC=C(C[NH:8][CH2:9][CH2:10][NH2:11])C=1.[N+:12]([CH:15]=[C:16](SC)SC)([O-:14])=[O:13]>C1C=CC=CC=1>[N+:12]([CH:15]=[C:16]1[NH:11][CH2:10][CH2:9][NH:8]1)([O-:14])=[O:13]. Reported procedure: A mixture of N-(3-pyridylmethyl)ethylenediamine (15.1 g), 1-nitro-2,2-bis(methylthio)ethylene (18.2 g) and benzene (150 ml) was refluxed for 4 hours with stirring. The generated gas was collected by an alkali trap. The reaction mixture was cooled to room temperature, and filtered to collect crystals. Recrystallization from methanol gave 1-(3-pyridylmethyl)-2-(nitromethylene imidazolidine (17 g) of the following formula as pale yellow crystals. mp. 169°-171° C. ##STR15## The reactants are CC1S[C@H]2N(C(=C1)C(=O)[O-])C(C2NC(C(C=2NC(SC2)=N)=NOC)=O)=O.[Na+] (sodium 2-methyl-7-[2-methoxyimino-2-(2-imino-2,3-dihydrothiazol-4-yl)acetamido]-3-cephem-4-carboxylate), C(C(C)(C)C)(=O)OCI (iodomethyl pivalate), C(C)(=O)OCC (ethyl acetate), ice water. The solvent is CN(C=O)C (dimethylformamide). Product: CC1S[C@H]2N(C(=C1)C(=O)OCOC(C(C)(C)C)=O)C(C2NC(C(C=2N=C(SC2)N)=NOC)=O)=O (pivaloyloxymethyl 2-methyl-7-[2-methoxyimino-2-(2-aminothiazol-4-yl)acetamido]-3-cephem-4-carboxylate). As a reaction SMILES: [CH3:1][CH:2]1[CH:7]=[C:6]([C:8]([O-:10])=[O:9])[N:5]2[C:11](=[O:26])[CH:12]([NH:13][C:14](=[O:25])[C:15](=[N:22][O:23][CH3:24])[C:16]3[NH:17][C:18](=[NH:21])[S:19][CH:20]=3)[C@H:4]2[S:3]1.[Na+].[C:28]([O:34][CH2:35]I)(=[O:33])[C:29]([CH3:32])([CH3:31])[CH3:30].C(OCC)(=O)C>CN(C)C=O>[CH3:1][CH:2]1[CH:7]=[C:6]([C:8]([O:10][CH2:35][O:34][C:28](=[O:33])[C:29]([CH3:32])([CH3:31])[CH3:30])=[O:9])[N:5]2[C:11](=[O:26])[CH:12]([NH:13][C:14](=[O:25])[C:15](=[N:22][O:23][CH3:24])[C:16]3[N:17]=[C:18]([NH2:21])[S:19][CH:20]=3)[C@H:4]2[S:3]1 |f:0.1|. Reported procedure: To a suspension of 2-methyl-7-[2-methoxyimino-2-(2-aminothiazol-4-yl)acetamido]-3-cephem-4-carboxylic acid (syn isomer), which can be represented as 2-methyl-7-[2-methoxyimino-2-(2-imino-2,3-dihydrothiazol-4-yl)acetamido]-3-cephem-4-carboxylic acid (syn isomer), (4.8 g.) in water (48 ml.) was added dropwise 1 N aqueous sodium hydroxide solution at the rate that the pH value of the mixture was not more than 7. The mixture was filtered and then lyophilized to give sodium 2-methyl-7-[2-methoxyimino...